Dataset: the Open Reaction Database (ORD), a public repository of structured organic reaction records. Task: describe an organic reaction: reactants, conditions, products, and yield The reactants are CS(C)=O, CN=C=O, O=c1ncc(F)c[nH]1. The product is CNC(=O)n1cc(F)cnc1=O. RXN SMILES: [CH3:13][S:14]([CH3:15])=[O:16].[CH3:1][N:2]=[C:3]=[O:4].[F:5][c:6]1[cH:7][n:8][c:9](=[O:12])[nH:10][cH:11]1>>[CH3:1][NH:2][C:3](=[O:4])[n:10]1[c:9](=[O:12])[n:8][cH:7][c:6]([F:5])[cH:11]1. Starting materials: COC1=C(C=CC(=C1)CNCCCNCCCCNCCCN)O.ClC1=NC(=CC(=N1)NC(C1=CC=C(C=C1)O)CC)CC (dl-5 chloro-6-ethyl-4-(α-ethyl-4-hydroxybenzyl)aminopyrimidine), [Na] (sodium), O (water), C(C)OC(CBr)OCC (bromoacetaldehyde diethylacetal). Run in C(C)(=O)OCC (ethyl acetate), C1(=CC=CC=C1)C (toluene), CN(C=O)C (N,N-dimethylformamide). Reaction conditions: temperature 80 celsius, time 8 hour. Yields the product COC1=C(C=CC(=C1)CNCCCNCCCCNCCCN)O.ClC1=NC(=CC(=N1)NC(C1=CC=C(C=C1)OCC(OCC)OCC)CC)CC (dl-5 chloro-6-ethyl-4-[α-ethyl-4-(2,2-diethoxyethoxy)benzyl]aminopyrimidine). Yield: 38.8%. Reaction SMILES: [CH3:1][O:2][C:3]1[CH:8]=[C:7]([CH2:9][NH:10][CH2:11][CH2:12][CH2:13][NH:14][CH2:15][CH2:16][CH2:17][CH2:18][NH:19][CH2:20][CH2:21][CH2:22][NH2:23])[CH:6]=[CH:5][C:4]=1[OH:24].[Cl:25][C:26]1[N:31]=[C:30]([NH:32][CH:33]([CH2:41][CH3:42])[C:34]2[CH:39]=[CH:38][C:37]([OH:40])=[CH:36][CH:35]=2)[CH:29]=[C:28]([CH2:43][CH3:44])[N:27]=1.[Na].[CH2:46]([O:48][CH:49]([O:52][CH2:53][CH3:54])[CH2:50]Br)[CH3:47].O>CN(C)C=O.C(OCC)(=O)C.C1(C)C=CC=CC=1>[CH3:1][O:2][C:3]1[CH:8]=[C:7]([CH2:9][NH:10][CH2:11][CH2:12][CH2:13][NH:14][CH2:15][CH2:16][CH2:17][CH2:18][NH:19][CH2:20][CH2:21][CH2:22][NH2:23])[CH:6]=[CH:5][C:4]=1[OH:24].[Cl:25][C:26]1[N:31]=[C:30]([NH:32][CH:33]([CH2:41][CH3:42])[C:34]2[CH:39]=[CH:38][C:37]([O:40][CH2:50][CH:49]([O:52][CH2:53][CH3:54])[O:48][CH2:46][CH3:47])=[CH:36][CH:35]=2)[CH:29]=[C:28]([CH2:43][CH3:44])[N:27]=1 |f:0.1,8.9,^1:44|. Procedure: To a solution of 5.0 g of dl-5-chloro-6-ethyl-4-(α-ethyl-4-hydroxybenzyl)aminopyrimidine.sodium salt dissolved in 50 ml of N,N-dimethylformamide was added 4.8 g of bromoacetaldehyde diethylacetal, and the mixture was stirred at 80° C. for 8 hours. After completion of the reaction, the reaction mixture was charged into water and the separated oily product was extracted with ethyl acetate. The extract was washed with water, dried with anhydrous sodium sulfate, and then ethyl acetate was distilled ... Starting materials: C(C)(=O)OCC1=CC=C(C2=CC=CC=C12)C=1CC(CN1)(C(F)(F)F)C1=CC(=C(C(=C1)Cl)Cl)Cl ({4-[3-(3,4,5-trichlorophenyl)-3-(trifluoromethyl)-3,4-dihydro-2H-pyrrol-5-yl]naphthalen-1-yl}methyl acetate), C[O-].[Na+] (sodium methoxide). Solvent: CO (methanol). Run at time 3 hour. Product: ClC=1C=C(C=C(C1)Cl)C1(CN=C(C1)C1=CC=C(C2=CC=CC=C12)CO)C(F)(F)F ({-4-[3-(3,5-dichlorophenyl)-3-(trifluoromethyl)-3,4-dihydro-2H-pyrrol-5-yl]naphthalen-1-yl}methanol), crude product. As a reaction SMILES: C([O:4][CH2:5][C:6]1[C:15]2[C:10](=[CH:11][CH:12]=[CH:13][CH:14]=2)[C:9]([C:16]2[CH2:17][C:18]([C:25]3[CH:30]=[C:29]([Cl:31])[C:28](Cl)=[C:27]([Cl:33])[CH:26]=3)([C:21]([F:24])([F:23])[F:22])[CH2:19][N:20]=2)=[CH:8][CH:7]=1)(=O)C.C[O-].[Na+]>CO>[Cl:33][C:27]1[CH:26]=[C:25]([C:18]2([C:21]([F:23])([F:24])[F:22])[CH2:17][C:16]([C:9]3[C:10]4[C:15](=[CH:14][CH:13]=[CH:12][CH:11]=4)[C:6]([CH2:5][OH:4])=[CH:7][CH:8]=3)=[N:20][CH2:19]2)[CH:30]=[C:29]([Cl:31])[CH:28]=1 |f:1.2|. Procedure: To a solution of {4-[3-(3,4,5-trichlorophenyl)-3-(trifluoromethyl)-3,4-dihydro-2H-pyrrol-5-yl]naphthalen-1-yl}methyl acetate (0.66 g) in methanol (5 ml) was added sodium methoxide (76 mg) at room temperature. The mixture was stirred for 3 hours and concentrated under reduced pressure, and then added water. The mixture was extracted with ethyl acetate, and the organic layer was dried over magnesium sulfate. After filtering the reaction mixture, the solvent was distilled off under reduced pressure... The reactants are Cl (HCl), C(=O)([O-])[O-].[K+].[K+] (K2CO3), C(C)OC(=O)C=1SC(=C(C1C1=CC=C(C=C1)C1=C(C=CC=C1)O)C#N)CC (4-cyano-5-ethyl-3-(2′-hydroxy-biphenyl-4-yl)-thiophene-2-carboxylic acid ethyl ester), C(CC)I (n-propyl iodide). Run in CN(C)C=O (DMF). Reaction conditions: time 1 hour. The product is C(C)OC(=O)C=1SC(=C(C1C1=CC=C(C=C1)C1=C(C=CC=C1)OCCC)C#N)CC (4-Cyano-5-ethyl-3-(2′-propoxy-biphenyl-4-yl)-thiophene-2-carboxylic acid ethyl ester). RXN SMILES: C([O-])([O-])=O.[K+].[K+].[CH2:7]([O:9][C:10]([C:12]1[S:13][C:14]([CH2:32][CH3:33])=[C:15]([C:30]#[N:31])[C:16]=1[C:17]1[CH:22]=[CH:21][C:20]([C:23]2[CH:28]=[CH:27][CH:26]=[CH:25][C:24]=2[OH:29])=[CH:19][CH:18]=1)=[O:11])[CH3:8].[CH2:34](I)[CH2:35][CH3:36].Cl>CN(C=O)C>[CH2:7]([O:9][C:10]([C:12]1[S:13][C:14]([CH2:32][CH3:33])=[C:15]([C:30]#[N:31])[C:16]=1[C:17]1[CH:18]=[CH:19][C:20]([C:23]2[CH:28]=[CH:27][CH:26]=[CH:25][C:24]=2[O:29][CH2:34][CH2:35][CH3:36])=[CH:21][CH:22]=1)=[O:11])[CH3:8] |f:0.1.2|. Procedure details: Add K2CO3 (220 mg, 1.6 mmol) to a solution of 4-cyano-5-ethyl-3-(2′-hydroxy-biphenyl-4-yl)-thiophene-2-carboxylic acid ethyl ester (200 mg, 0.53 mmol) in 2 mL of dry DMF at 0° C. and stir at this temperature for 1 hour. Treat with n-propyl iodide (0.2 mL, 2 mmol) and allow to warm to room temperature. After 3 hours pour into 25 mL cold 0.2N HCl. Extract with EtOAc (2×50 mL) and wash the combined EtOAc layers with water (2×20 mL) and brine (1×20 mL). Dry over Na2SO4, filter and evaporate to an oi... Starting materials: CNCCC1NCCC1 (N-methylpyrrolidin-2-ylethylamine), C(C)(C)N(C(C)C)CC (N,N-di-isopropylethylamine), ClC1=NC=CC(=N1)NC1=C(C=CC(=C1)NC(C1=CC(=CC=C1)N1CCOCC1)=O)C (2-chloro-4-[2-methyl-5-(3-morpholinobenzamido)anilino]pyrimidine). Solvent: C(CCC)O (n-butanol). Conditions: temperature 100 celsius. The product is CC1=C(NC2=NC(=NC=C2)NCCC2N(CCC2)C)C=C(C=C1)NC(C1=CC(=CC=C1)N1CCOCC1)=O (4-[2-Methyl-5-(3-morpholinobenzamido)anilino]-2-[2-(N-methylpyrrolidin-2-yl)ethylamino]pyrimidine). As a reaction SMILES: Cl[C:2]1[N:7]=[C:6]([NH:8][C:9]2[CH:14]=[C:13]([NH:15][C:16](=[O:29])[C:17]3[CH:22]=[CH:21][CH:20]=[C:19]([N:23]4[CH2:28][CH2:27][O:26][CH2:25][CH2:24]4)[CH:18]=3)[CH:12]=[CH:11][C:10]=2[CH3:30])[CH:5]=[CH:4][N:3]=1.C[NH:32][CH2:33][CH2:34][CH:35]1[CH2:39][CH2:38][CH2:37][NH:36]1.[CH:40](N(CC)C(C)C)(C)C>C(O)CCC>[CH3:30][C:10]1[CH:11]=[CH:12][C:13]([NH:15][C:16](=[O:29])[C:17]2[CH:22]=[CH:21][CH:20]=[C:19]([N:23]3[CH2:28][CH2:27][O:26][CH2:25][CH2:24]3)[CH:18]=2)=[CH:14][C:9]=1[NH:8][C:6]1[CH:5]=[CH:4][N:3]=[C:2]([NH:32][CH2:33][CH2:34][CH:35]2[CH2:39][CH2:38][CH2:37][N:36]2[CH3:40])[N:7]=1. Reported procedure: A mixture of 2-chloro-4-[2-methyl-5-(3-morpholinobenzamido)anilino]pyrimidine (0.64 g), 2-(N-methylpyrrolidin-2-ylethylamine (0.44 ml), N,N-di-isopropylethylamine (0.52 ml) and n-butanol (7 ml) was stirred and heated to 100° C. for 18 hours. The mixture was evaporated and the residue was purified by column chromatography on silica using increasingly polar mixtures of methylene chloride and methanol as eluent followed by increasingly polar mixtures of methylene chloride and methanol containing 1%... The reactants are IC1=CC2=C(CCN3C(C2=O)=CC=C3)C=C1 (9-iodo-6,11-dihydro-5H-pyrrolo[2,1-b][3]benzazepin-11-one), Cl (hydrochloric acid), CN(C=O)C (dimethylformamide), cuprous cyanide, ferric chloride hydrate. Conditions: time 30 minute. Product: C(#N)C1=CC2=C(CCN3C(C2=O)=CC=C3)C=C1 (9-cyano-6,11-dihydro-5H-pyrrolo-[2,1-b][3]benzazepin-11-one). RXN SMILES: I[C:2]1[CH:16]=[CH:15][C:5]2[CH2:6][CH2:7][N:8]3[CH:14]=[CH:13][CH:12]=[C:9]3[C:10](=[O:11])[C:4]=2[CH:3]=1.Cl.[CH3:18][N:19](C)C=O>>[C:18]([C:2]1[CH:16]=[CH:15][C:5]2[CH2:6][CH2:7][N:8]3[CH:14]=[CH:13][CH:12]=[C:9]3[C:10](=[O:11])[C:4]=2[CH:3]=1)#[N:19]. Reported procedure: A stirred mixture of 1 gm. of 9-iodo-6,11-dihydro-5H-pyrrolo[2,1-b][3]benzazepin-11-one, 1 gm. of cuprous cyanide and 5 ml. of dimethylformamide is heated to reflux for 5 hr. The mixture is then poured into a solution of 4 gm. of ferric chloride hydrate in 25 ml. of 2N hydrochloric acid. After stirring the resulting mixture at 60° for 30 min., it is extracted with 3 × 50 ml. of ethyl acetate, the organic extracts washed with 3 × 100 ml. of water and dried over Na2SO4. Evaporation of the dried so... Reactants: CO, O=C1C=CC(c2ccccc2)(c2ccccc2)CC1. Yields the product O=C1CCC(c2ccccc2)(c2ccccc2)CC1. As a reaction SMILES: [CH3:20][OH:21].[c:1]1([C:7]2([c:14]3[cH:15][cH:16][cH:17][cH:18][cH:19]3)[CH:8]=[CH:9][C:10](=[O:13])[CH2:11][CH2:12]2)[cH:2][cH:3][cH:4][cH:5][cH:6]1>>[c:1]1([C:7]2([c:14]3[cH:15][cH:16][cH:17][cH:18][cH:19]3)[CH2:8][CH2:9][C:10](=[O:13])[CH2:11][CH2:12]2)[cH:2][cH:3][cH:4][cH:5][cH:6]1. Starting materials: C(C)C1=CC(=C(C(=O)NC2=C(C=CC=C2)O)C=C1)F (4-Ethyl-2-fluoro-2'-hydroxybenzanilide). Procedure details: 4-Ethyl-2-fluoro-2'-hydroxybenzanilide (29.0 gm.) is heated for 40 minutes in a Wood's metal bath at 240°C. The reaction mixture is then cooled, taken up in chloroform and the chloroform solution treated with carbon, dried over magnesium sulfate and concentrated in vacuo to give 2-(4-ethyl-2-fluorophenyl)benzoxazole. The solvent is C(Cl)(Cl)Cl (chloroform), C(Cl)(Cl)Cl (chloroform). Product: C(C)C1=CC(=C(C=C1)C=1OC2=C(N1)C=CC=C2)F (2-(4-ethyl-2-fluorophenyl)benzoxazole). As a reaction SMILES: [CH2:1]([C:3]1[CH:18]=[CH:17][C:6]([C:7]([NH:9][C:10]2[CH:15]=[CH:14][CH:13]=[CH:12][C:11]=2[OH:16])=O)=[C:5]([F:19])[CH:4]=1)[CH3:2]>C(Cl)(Cl)Cl>[CH2:1]([C:3]1[CH:18]=[CH:17][C:6]([C:7]2[O:16][C:11]3[CH:12]=[CH:13][CH:14]=[CH:15][C:10]=3[N:9]=2)=[C:5]([F:19])[CH:4]=1)[CH3:2].